From a dataset of the Open Reaction Database (ORD), a public repository of structured organic reaction records. describe an organic reaction: reactants, conditions, products, and yield Starting materials: O1C=CC2=CC=CC=C12.C1C=CC2=CC=CC=C12 (coumarone indene), terpene, layer 3, C1C=CC2=CC=CC=C12 (indene), hydrocarbon, petroleum resins, O1C=CC2=CC=CC=C12 (coumarone). Yields the product terpene, CC1(C2CCC(=C)C1C2)C (nopinene). Reaction SMILES: O1C2C(=CC=CC=2)C=[CH:2]1.[CH2:10]1[C:18]2[C:13](=[CH:14][CH:15]=[CH:16][CH:17]=2)[CH:12]=[CH:11]1.O1C2C(=CC=CC=2)C=C1.C1C2C(=CC=CC=2)C=C1>>[CH3:2][C:12]1([CH3:11])[CH:13]2[CH2:14][CH:15]1[CH2:16][CH2:17][C:18]2=[CH2:10] |f:0.1|. Procedure details: As petroleum resins, known products are obtained by heat-polymerizing a petroleum type unsaturated hydrocarbon such as cyclopentadiene or a higher olefinic hydrocarbon having 5 to 11 carbon atoms in the presence of a catalyst. In the present invention, any of these known petroleum resins may be used for formation of the coating layer 3. As the coumarone-indene resin, there are known resins having a relatively low degree of polymerization, which are obtained by polymerizing a tar fraction compose... The reactants are C1(=CC=CC=C1)C1=NC=CC(=C1)C1=CN=C2N1C=CC(=C2)C=2C=CC(NC2)=O (5-[3-(2-Phenyl-pyridin-4-yl)-imidazo[1,2-a]pyridin-7-yl]-1H-pyridin-2-one), ICC (iodoethane), [I-].[Na+] (sodium iodide), C([O-])([O-])=O.[Cs+].[Cs+] (cesium carbonate). Run in CN(C)C=O (DMF), C(Cl)Cl (CH2Cl2). Reaction conditions: temperature 60 celsius. Yields the product C(C)OC1=CC=C(C=N1)C1=CC=2N(C=C1)C(=CN2)C2=CC(=NC=C2)C2=CC=CC=C2 (7-(6-ethoxy-pyridin-3-yl)-3-(2-phenyl-pyridin-4-yl)-imidazo[1,2-a]pyridine). As a reaction SMILES: [C:1]1([C:7]2[CH:12]=[C:11]([C:13]3[N:17]4[CH:18]=[CH:19][C:20]([C:22]5[CH:23]=[CH:24][C:25](=[O:28])[NH:26][CH:27]=5)=[CH:21][C:16]4=[N:15][CH:14]=3)[CH:10]=[CH:9][N:8]=2)[CH:6]=[CH:5][CH:4]=[CH:3][CH:2]=1.I[CH2:30][CH3:31].[I-].[Na+].C(=O)([O-])[O-].[Cs+].[Cs+]>CN(C=O)C.C(Cl)Cl>[CH2:30]([O:28][C:25]1[N:26]=[CH:27][C:22]([C:20]2[CH:19]=[CH:18][N:17]3[C:13]([C:11]4[CH:10]=[CH:9][N:8]=[C:7]([C:1]5[CH:2]=[CH:3][CH:4]=[CH:5][CH:6]=5)[CH:12]=4)=[CH:14][N:15]=[C:16]3[CH:21]=2)=[CH:23][CH:24]=1)[CH3:31] |f:2.3,4.5.6|. Procedure: 5-[3-(2-Phenyl-pyridin-4-yl)-imidazo[1,2-a]pyridin-7-yl]-1H-pyridin-2-one (Ex. 1.37) (1 eq, 0.096 mmol, 35 mg), iodoethane (1.5 eq, 0.144 mmol, 22.5 mg), sodium iodide (1.5 eq, 0.155 mmol, 21.5 mg) and cesium carbonate (2.99 eq, 0.287 mmol, 93.6 mg) are dissolved in DMF (2 ml) and heated at 60° C. for 16 h. The reaction mixture is diluted with CH2Cl2 and washed with Na2CO3. The organic phase is dried over MgSO4, filtered and evaporated to dryness. The reaction mixture is purified by flash chroma... The reactants are CC12CCC(=O)C=C1CCC1C2CCC2(C)C(C(=O)COCCCCCBr)CCC12, CN(C)C=O, [N-]=[N+]=[N-], [Na+]. The product is CC12CCC(=O)C=C1CCC1C2CCC2(C)C(C(=O)COCCCCCN=[N+]=[N-])CCC12. RXN SMILES: [Br:1][CH2:2][CH2:3][CH2:4][CH2:5][CH2:6][O:7][CH2:8][C:9](=[O:10])[CH:11]1[CH2:12][CH2:13][CH:14]2[CH:15]3[CH2:16][CH2:17][C:18]4=[CH:19][C:20](=[O:30])[CH2:21][CH2:22][C:23]4([CH3:29])[CH:24]3[CH2:25][CH2:26][C:27]12[CH3:28].[CH3:35][N:36]([CH3:37])[CH:38]=[O:39].[N-:32]=[N+:33]=[N-:34].[Na+:31]>>[CH2:2]([CH2:3][CH2:4][CH2:5][CH2:6][O:7][CH2:8][C:9](=[O:10])[CH:11]1[CH2:12][CH2:13][CH:14]2[CH:15]3[CH2:16][CH2:17][C:18]4=[CH:19][C:20](=[O:30])[CH2:21][CH2:22][C:23]4([CH3:29])[CH:24]3[CH2:25][CH2:26][C:27]12[CH3:28])[N:32]=[N+:33]=[N-:34].